Dataset: the Open Reaction Database (ORD), a public repository of structured organic reaction records. Task: describe an organic reaction: reactants, conditions, products, and yield Reactants: FC=1C=C(C=O)C=CC1N1N=CC=C1 (3-Fluoro-4-(1H-pyrazol-1-yl)benzaldehyde), N1(N=CC=C1)C1=CC=C(C=O)C=C1 (4-(1H-pyrazol-1-yl)-benzaldehyde). The product is FC=1C=C(C=CC1N1N=CC=C1)/C=C/C=O ((2E)-3-[3-Fluoro-4-(1H-pyrazol-1-yl)phenyl]-2-propenal). Reaction SMILES: [F:1][C:2]1[CH:3]=[C:4]([CH:7]=[CH:8][C:9]=1[N:10]1[CH:14]=[CH:13][CH:12]=[N:11]1)[CH:5]=O.N1(C2C=C[C:23]([CH:24]=[O:25])=CC=2)C=CC=N1>>[F:1][C:2]1[CH:3]=[C:4](/[CH:5]=[CH:23]/[CH:24]=[O:25])[CH:7]=[CH:8][C:9]=1[N:10]1[CH:14]=[CH:13][CH:12]=[N:11]1. Procedure details: The title compound was prepared by a procedure analogous to Reference Example 30 by substituting 3-fluoro-4-(1H-pyrazol-1-yl)benzaldehyde (prepared as described in Reference Example 6) for the 4-(1H-pyrazol-1-yl)-benzaldehyde of Reference Example 30. MS 217 (M+H)+. Reactants: intermediate B1, BrC=1C=CC=2N(C1)N=C(N2)N (6-bromo[1,2,4]triazolo[1,5-a]pyridin-2-amine), C(C1=CC=CC=C1)(=O)Cl (benzoyl chloride). Product: BrC=1C=CC=2N(C1)N=C(N2)NC(C2=CC=CC=C2)=O (N-(6-bromo[1,2,4]triazolo[1,5-a]pyridin-2-yl)benzamide). As a reaction SMILES: [Br:1][C:2]1[CH:3]=[CH:4][C:5]2[N:6]([N:8]=[C:9]([NH2:11])[N:10]=2)[CH:7]=1.[C:12](Cl)(=[O:19])[C:13]1[CH:18]=[CH:17][CH:16]=[CH:15][CH:14]=1>>[Br:1][C:2]1[CH:3]=[CH:4][C:5]2[N:6]([N:8]=[C:9]([NH:11][C:12](=[O:19])[C:13]3[CH:18]=[CH:17][CH:16]=[CH:15][CH:14]=3)[N:10]=2)[CH:7]=1. Procedure: The title compound was prepared following procedure described for intermediate B1, but starting from 6-bromo[1,2,4]triazolo[1,5-a]pyridin-2-amine ((AS), 5.0 g; 23.47 mmol; 1.0 eq.) and benzoyl chloride (6.57 g; 46.9 mmol; 2.0 eq.) as a white powder (6.5 g, 87%). HPLC, Rt: 2.49 min. (purity 97.1%). LC/MS, M+(ESI): 317.0, M−(ESI): 316.9. Reactants: ClCOC (Chloro(methoxy)methane), COC=1C=C(C=CC1)C(CO)(C)C (2-(3-methoxyphenyl)-2-methyl-propan-1-ol), COC=1C=C(C=CC1)C(CO)(C)C (2-(3-methoxyphenyl)-2-methyl-propan-1-ol), oil. Solvent: C1CCOC1 (THF). Conditions: time 15 minute. Yields the product COC1=CC(=CC=C1)C(COCOC)(C)C (1-methoxy-3-[2-(methoxymethoxy)-1,1-dimethyl-ethyl]benzene). Isolated yield 46.9%. As a reaction SMILES: [CH3:1][O:2][C:3]1[CH:4]=[C:5]([C:9]([CH3:13])([CH3:12])[CH2:10][OH:11])[CH:6]=[CH:7][CH:8]=1.Cl[CH2:15][O:16][CH3:17]>C1COCC1>[CH3:1][O:2][C:3]1[CH:8]=[CH:7][CH:6]=[C:5]([C:9]([CH3:13])([CH3:12])[CH2:10][O:11][CH2:15][O:16][CH3:17])[CH:4]=1. Procedure: To a solution of 2-(3-methoxyphenyl)-2-methyl-propan-1-ol (Intermediate 39, 900 mg, 4.99 mmol) in THF (15 mL) sodium hydride 60% dispersion in mineral oil (300 mg, 7.49 mmol) was added and the reaction mixture was stirred for 15 minutes at room temperature. Chloro(methoxy)methane (603.02 mg, 7.49 mmol) was added and the reaction mixture was heated to 55° C. and stirred overnight. The reaction was cooled to 0° C. and quenched with water (10 mL) (added dropwise) and extracted with EtOAc (30 mL). O...